From a dataset of the Open Reaction Database (ORD), a public repository of structured organic reaction records. describe an organic reaction: reactants, conditions, products, and yield Starting materials: CC(C)(C)[Si](Cl)(c1ccccc1)c1ccccc1, ClCCl, O=[N+]([O-])c1ccccc1CNCCCO, c1c[nH]cn1. The product is CC(C)(C)[Si](OCCCNCc1ccccc1[N+](=O)[O-])(c1ccccc1)c1ccccc1. RXN SMILES: [C:21]([CH3:22])([CH3:23])([CH3:24])[Si:25]([c:26]1[cH:27][cH:28][cH:29][cH:30][cH:31]1)([c:32]1[cH:33][cH:34][cH:35][cH:36][cH:37]1)[Cl:38].[Cl:39][CH2:40][Cl:41].[N+:1](=[O:2])([O-:3])[c:4]1[c:5]([CH2:6][NH:7][CH2:8][CH2:9][CH2:10][OH:11])[cH:12][cH:13][cH:14][cH:15]1.[nH:16]1[cH:17][cH:18][n:19][cH:20]1>>[N+:1](=[O:2])([O-:3])[c:4]1[c:5]([CH2:6][NH:7][CH2:8][CH2:9][CH2:10][O:11][Si:25]([C:21]([CH3:22])([CH3:23])[CH3:24])([c:26]2[cH:27][cH:28][cH:29][cH:30][cH:31]2)[c:32]2[cH:33][cH:34][cH:35][cH:36][cH:37]2)[cH:12][cH:13][cH:14][cH:15]1. The reactants are [N+](=O)([O-])C=1NC=CN1 (2-nitroimidazole), C([O-])([O-])=O.[K+].[K+] (potassium carbonate), C(Cl)[C@@H]1CO1 ((S)-(+)-epichlorohydrin). Product: ClC[C@H](CN1C(=NC=C1)[N+](=O)[O-])O ((S)-(+)-α-(Chloromethyl)-2-nitro-1H-imidazole-1-ethanol). As a reaction SMILES: [N+:1]([C:4]1[NH:5][CH:6]=[CH:7][N:8]=1)([O-:3])=[O:2].C(=O)([O-])[O-].[K+].[K+].[CH2:15]([C@H:17]1[O:19][CH2:18]1)[Cl:16]>>[Cl:16][CH2:15][C@@H:17]([OH:19])[CH2:18][N:5]1[CH:6]=[CH:7][N:8]=[C:4]1[N+:1]([O-:3])=[O:2] |f:1.2.3|. Reported procedure: Alternatively, a mixture of 2-nitroimidazole, anhydrous potassium carbonate, and (S)-(+)-epichlorohydrin is refluxed for 10 minutes then filtered while hot. The filtrate is concentrated and cooled to give a solid. Crystallization from ethanol and further processing gives the product.